This data is from the Open Reaction Database (ORD), a public repository of structured organic reaction records. The task is: describe an organic reaction: reactants, conditions, products, and yield Product: C([C@H](O)[C@@H](O)[C@H](O)CO)O (xylitol). Reaction conditions: time 24 hour. Starting materials: C([C@H](C([C@@H](CO)O)O)O)O (D-arabitol). Procedure details: D-arabitol was dissolved in 0.1 M phosphate buffer (pH 6.0) to a concentration of 5% (w/v). The washed microbial cells as obtained above was added thereto to about 10% (w/v) in terms of the wet weight. A 10-ml portion of the thus-obtained reaction mixture was added to a test tube and allowed to react at 30° C. with shaking. After 24 hours, the microbial cells were removed by centrifugation and xylitol thus produced was determined by HPLC. The results are shown in Table 6. As shown in Table 6, xy... Run in P(=O)([O-])([O-])[O-] (phosphate). RXN SMILES: [CH2:1]([OH:10])[C@@H:2]([OH:9])[CH:3]([OH:8])[C@H:4]([OH:7])[CH2:5][OH:6]>P([O-])([O-])([O-])=O>[CH2:5]([OH:6])[C@@H:4]([C@H:3]([C@@H:2]([CH2:1][OH:10])[OH:9])[OH:8])[OH:7]. Reactants: C(C)OC(=O)C1CN(CC1C=1C=C(C=CC1)C)CC1=CC=CC=C1 (1-Benzyl-4-m-tolyl-pyrrolidine-3-carboxylic acid ethyl ester). The solvent is Cl (HCl). Reaction conditions: temperature 80 celsius, time 8 hour. Yields the product C(C1=CC=CC=C1)N1CC(C(C1)C=1C=C(C=CC1)C)C(=O)O (1-Benzyl-4-m-tolyl-pyrrolidine-3-carboxylic acid). As a reaction SMILES: C([O:3][C:4]([CH:6]1[CH:10]([C:11]2[CH:12]=[C:13]([CH3:17])[CH:14]=[CH:15][CH:16]=2)[CH2:9][N:8]([CH2:18][C:19]2[CH:24]=[CH:23][CH:22]=[CH:21][CH:20]=2)[CH2:7]1)=[O:5])C>Cl>[CH2:18]([N:8]1[CH2:9][CH:10]([C:11]2[CH:12]=[C:13]([CH3:17])[CH:14]=[CH:15][CH:16]=2)[CH:6]([C:4]([OH:5])=[O:3])[CH2:7]1)[C:19]1[CH:24]=[CH:23][CH:22]=[CH:21][CH:20]=1. Procedure details: 1-Benzyl-4-m-tolyl-pyrrolidine-3-carboxylic acid ethyl ester (4.6 g, 14.5 mmol) was suspended in aqueous HCl (73 mL, 18.0 M), and stirred overnight at 80° C. The reaction mixture was concentrated via rotary evaporation and placed on the vacuum line. MS calculated for CO9H21NO2+H: 296, observed: 296. Reactants: CC(=O)O[BH-](OC(C)=O)OC(C)=O, O=C([O-])O, COc1ccc2ncc(=O)n(CC=O)c2c1, CC(=O)O, ClC(Cl)Cl, ClCCl, [Na+], [Na+], CC(C)(C)OC(=O)N(Cc1ccc2c(c1)OCCO2)C1CCNCC1, O. The product is COc1ccc2ncc(=O)n(CCN3CCC(N(Cc4ccc5c(c4)OCCO5)C(=O)OC(C)(C)C)CC3)c2c1. As a reaction SMILES: [C:42]([O:43][BH-:44]([O:45][C:46](=[O:47])[CH3:48])[O:49][C:50](=[O:51])[CH3:52])(=[O:53])[CH3:54].[C:56](=[O:57])([O-:58])[OH:59].[CH3:1][O:2][c:3]1[cH:4][cH:5][c:6]2[n:7][cH:8][c:9](=[O:16])[n:10]([CH2:13][CH:14]=[O:15])[c:11]2[cH:12]1.[CH3:66][C:67](=[O:68])[OH:69].[CH:62]([Cl:63])([Cl:64])[Cl:65].[Cl:70][CH2:71][Cl:72].[Na+:55].[Na+:60].[O:17]1[CH2:18][CH2:19][O:20][c:21]2[c:22]1[cH:23][cH:24][c:25]([CH2:27][N:28]([C:29]([O:30][C:31]([CH3:32])([CH3:33])[CH3:34])=[O:35])[CH:36]1[CH2:37][CH2:38][NH:39][CH2:40][CH2:41]1)[cH:26]2.[OH2:61]>>[CH3:1][O:2][c:3]1[cH:4][cH:5][c:6]2[n:7][cH:8][c:9](=[O:16])[n:10]([CH2:13][CH2:14][N:39]3[CH2:38][CH2:37][CH:36]([N:28]([CH2:27][c:25]4[cH:24][cH:23][c:22]5[c:21]([cH:26]4)[O:20][CH2:19][CH2:18][O:17]5)[C:29]([O:30][C:31]([CH3:32])([CH3:33])[CH3:34])=[O:35])[CH2:41][CH2:40]3)[c:11]2[cH:12]1. The reactants are S(=O)(=O)(OC)OC (dimethyl sulfate), CC1=CC=C(C(C(=O)O)=C1)O (5-methylsalicylic acid), C([O-])([O-])=O.[K+].[K+] (potassium carbonate), S(=O)(=O)(OC)OC (dimethyl sulfate), CC(=O)C (acetone). Run in O (water). Yields the product COC1=C(C(=O)OC)C=C(C=C1)C (METHYL 2-METHOXY-5-METHYLBENZOATE). Yield: 91.1%. As a reaction SMILES: [CH3:1][C:2]1[CH:10]=[C:6]([C:7]([OH:9])=O)[C:5]([OH:11])=[CH:4][CH:3]=1.[C:12](=O)([O-])[O-].[K+].[K+].CC(C)=O.S([O:27][CH3:28])(OC)(=O)=O>O>[CH3:12][O:11][C:5]1[CH:4]=[CH:3][C:2]([CH3:1])=[CH:10][C:6]=1[C:7]([O:27][CH3:28])=[O:9] |f:1.2.3|. Reported procedure: 5.07 g (33.32×10-3 mol) of 5-methylsalicylic acid and 22.33 g (161.6×10-3 mol) of anhydrous potassium carbonate are introduced into a 250-cm3 two-necked flask. 175 cm3 of anhydrous acetone are added under an inert atmosphere. The reaction mixture is stirred, 7.25 cm3 (76.62×10-3 mol) of dimethyl sulfate are added with a syringe and the mixture is brought to reflux for 6 h. Hydrolysis of the dimethyl sulfate is performed by adding 5 cm3 of water. After filtration and evaporation of the solvent, t... Reactants: N1(C=CC=2CCC3=C(C12)C=CC=C3)CCNC(C)=O (N-[2-(4,5-Dihydro-1H-benzo[g]indol-1-yl]ethyl]-acetamide), P(=O)(Cl)(Cl)Cl (phosphorus oxychloride), [OH-].[Na+] (sodium hydroxide), saturated solution, C(\C=C\C(=O)O)(=O)O (fumaric acid). Run in O (water), C(C)O (ethanol). Product: C(\C=C\C(=O)O)(=O)O.CC1=NCCN2C1=CC=1CCC3=C(C21)C=CC=C3 (5,6,10,11-tetrahydro-8-methyl-benzo[g]pyrazino[1,2-a]indole fumarate). Isolated yield 67.0%. As a reaction SMILES: [N:1]1([CH2:14][CH2:15][NH:16][C:17](=O)[CH3:18])[C:9]2[C:8]3[CH:10]=[CH:11][CH:12]=[CH:13][C:7]=3[CH2:6][CH2:5][C:4]=2[CH:3]=[CH:2]1.P(Cl)(Cl)(Cl)=O.[OH-].[Na+].[C:27]([OH:34])(=[O:33])/[CH:28]=[CH:29]/[C:30]([OH:32])=[O:31]>O.C(O)C>[C:27]([OH:34])(=[O:33])/[CH:28]=[CH:29]/[C:30]([OH:32])=[O:31].[CH3:18][C:17]1[C:2]2=[CH:3][C:4]3[CH2:5][CH2:6][C:7]4[CH:13]=[CH:12][CH:11]=[CH:10][C:8]=4[C:9]=3[N:1]2[CH2:14][CH2:15][N:16]=1 |f:2.3,7.8|. Procedure: N-[2-(4,5-Dihydro-1H-benzo[g]indol-1-yl]ethyl]-acetamide (5.3 g) was stirred with 60 ml of phosphorus oxychloride at room temperature for 1 hour. The reaction mixture was hydrolyzed at 0° C. with 500 ml of 28% sodium hydroxide solution, diluted with 4000 ml of water and extracted three times with 300 ml of methylene chloride each time. The organic phases were combined, dried with MgSO4 and freed from solvent. 2.0 g of a total of 5.0 g of crude product were dissolved in a 30-fold amount of ethano... Reactants: CCO, CCOC(=O)c1nc(N)c[nH]1, [Na+], [OH-]. Product: Nc1c[nH]c(C(=O)O)n1. RXN SMILES: [CH3:14][CH2:15][OH:16].[NH2:1][c:2]1[n:3][c:4]([C:7](=[O:8])[O:9][CH2:10][CH3:11])[nH:5][cH:6]1.[Na+:13].[OH-:12]>>[NH2:1][c:2]1[n:3][c:4]([C:7](=[O:8])[OH:9])[nH:5][cH:6]1. Reactants: C1OC2(CCC(CC2)N(C)CC2=CC=C(C=C2)NC(=O)C=2CCS(C3=C(C2)C=C(C=C3)C3=CC=C(C=C3)OC)(=O)=O)OC1 (N-[4-[N-(4,4-ethylenedioxycyclohexyl)-N-methylaminomethyl]phenyl]-7-(4-methoxyphenyl)-1,1-dioxo-2,3-dihydro-1-benzothiepine-4-carboxamide), Cl (hydrochloric acid), C([O-])(O)=O.[Na+] (sodium bicarbonate). Run in C1CCOC1 (THF). Run at time 18 hour. Yields the product COC1=CC=C(C=C1)C=1C=CC2=C(C=C(CCS2(=O)=O)C(=O)NC2=CC=C(C=C2)CN(C2CCC(CC2)=O)C)C1 (7-(4-methoxyphenyl)-N-[4-[N-methyl-N-(4-oxocyclohexyl)aminomethyl]phenyl]-1,1-dioxo-2,3-dihydro-1-benzothiepine-4-carboxamide). Isolated yield 74.7%. Reaction SMILES: C1CO[C:3]2([CH2:8][CH2:7][CH:6]([N:9]([CH2:11][C:12]3[CH:17]=[CH:16][C:15]([NH:18][C:19]([C:21]4[CH2:22][CH2:23][S:24](=[O:41])(=[O:40])[C:25]5[CH:31]=[CH:30][C:29]([C:32]6[CH:37]=[CH:36][C:35]([O:38][CH3:39])=[CH:34][CH:33]=6)=[CH:28][C:26]=5[CH:27]=4)=[O:20])=[CH:14][CH:13]=3)[CH3:10])[CH2:5][CH2:4]2)[O:2]1.Cl.C(=O)(O)[O-].[Na+]>C1COCC1>[CH3:39][O:38][C:35]1[CH:34]=[CH:33][C:32]([C:29]2[CH:30]=[CH:31][C:25]3[S:24](=[O:40])(=[O:41])[CH2:23][CH2:22][C:21]([C:19]([NH:18][C:15]4[CH:16]=[CH:17][C:12]([CH2:11][N:9]([CH3:10])[CH:6]5[CH2:5][CH2:4][C:3](=[O:2])[CH2:8][CH2:7]5)=[CH:13][CH:14]=4)=[O:20])=[CH:27][C:26]=3[CH:28]=2)=[CH:37][CH:36]=1 |f:2.3|. Procedure: To a solution of N-[4-[N-(4,4-ethylenedioxycyclohexyl)-N-methylaminomethyl]phenyl]-7-(4-methoxyphenyl)-1,1-dioxo-2,3-dihydro-1-benzothiepine-4-carboxamide (112 mg) in THF (20 ml) was added at room temperature 3N hydrochloric acid (1 ml), and the mixture was stirred for 18 hours. To the mixture was added saturated sodium bicarbonate solution, and the mixture was extracted with ethyl acetate. The organic layer was washed with saturated brine, dried with magnesium sulfate and concentrated under red...